This data is from the Open Reaction Database (ORD), a public repository of structured organic reaction records. The task is: describe an organic reaction: reactants, conditions, products, and yield The product is NC=1N=CC(=C2C1OC(=C2)C2=CSC1=C2N=CN=C1)C=1C=NN(C1)C1CCN(CC1)C(C)=O (1-(4-{4-[7-amino-2-(thieno[3,2-d]pyrimidin-7-yl)furo[2,3-c]pyridin-4-yl]-1H-pyrazol-1-yl}piperidin-1-yl)ethanone). Starting materials: NC=1N=CC(=C2C1OC(=C2)Cl)C=2C=NN(C2)C2CCN(CC2)C(C)=O (1-{4-[4-(7-amino-2-chlorofuro[2,3-c]pyridin-4-yl)-1H-pyrazol-1-yl]piperidin-1-yl}ethanone), [F-].[Cs+] (cesium fluoride), C(CCC)[Sn](C1=CSC2=C1N=CN=C2)(CCCC)CCCC (7-(tributylstannanyl)thieno[3,2-d]pyrimidine). RXN SMILES: C([Sn](CCCC)(CCCC)[C:6]1[C:10]2[N:11]=[CH:12][N:13]=[CH:14][C:9]=2[S:8][CH:7]=1)CCC.[NH2:23][C:24]1[N:25]=[CH:26][C:27]([C:34]2[CH:35]=[N:36][N:37]([CH:39]3[CH2:44][CH2:43][N:42]([C:45](=[O:47])[CH3:46])[CH2:41][CH2:40]3)[CH:38]=2)=[C:28]2[CH:32]=[C:31](Cl)[O:30][C:29]=12.[F-].[Cs+]>CN(C=O)C.C1C=CC([P]([Pd]([P](C2C=CC=CC=2)(C2C=CC=CC=2)C2C=CC=CC=2)([P](C2C=CC=CC=2)(C2C=CC=CC=2)C2C=CC=CC=2)[P](C2C=CC=CC=2)(C2C=CC=CC=2)C2C=CC=CC=2)(C2C=CC=CC=2)C2C=CC=CC=2)=CC=1>[NH2:23][C:24]1[N:25]=[CH:26][C:27]([C:34]2[CH:35]=[N:36][N:37]([CH:39]3[CH2:40][CH2:41][N:42]([C:45](=[O:47])[CH3:46])[CH2:43][CH2:44]3)[CH:38]=2)=[C:28]2[CH:32]=[C:31]([C:6]3[C:10]4[N:11]=[CH:12][N:13]=[CH:14][C:9]=4[S:8][CH:7]=3)[O:30][C:29]=12 |f:2.3,^1:58,60,79,98|. Reaction conditions: temperature 130 celsius. Yield: 27.8%. Run in CN(C)C=O (DMF). Reported procedure: A portion of 7-(tributylstannanyl)thieno[3,2-d]pyrimidine (0.030 g, 0.071 mmol) was dissolved in DMF (0.8 mL), and the solution was degassed with nitrogen for 10 min. To this mixture was added 1-{4-[4-(7-amino-2-chlorofuro[2,3-c]pyridin-4-yl)-1H-pyrazol-1-yl]piperidin-1-yl}ethanone (0.017 g, 0.047 mmol), Pd(PPh3)4 (0.0066 g, 0.0057 mmol) and cesium fluoride (0.0241 g, 0.159 mmol). The mixture was heated in a microwave reactor for 30 min at 130° C. Purification by MDP and then ISCO chromatography... The reagents and catalysts are C=1C=CC(=CC1)[P](C=2C=CC=CC2)(C=3C=CC=CC3)[Pd]([P](C=4C=CC=CC4)(C=5C=CC=CC5)C=6C=CC=CC6)([P](C=7C=CC=CC7)(C=8C=CC=CC8)C=9C=CC=CC9)[P](C=1C=CC=CC1)(C=1C=CC=CC1)C=1C=CC=CC1 (Pd(PPh3)4). Starting materials: COc1cccc2c1C(=O)c1c(OC)cc(C(=O)O)cc1C2=O, [K+], O=[N+]([O-])[O-], O=S(=O)(O)O. Product: COc1cc(C(=O)O)cc2c1C(=O)c1c(OC)ccc([N+](=O)[O-])c1C2=O. As a reaction SMILES: [CH3:1][O:2][c:3]1[cH:4][c:5]([C:21](=[O:22])[OH:23])[cH:6][c:7]2[c:16]1[C:15](=[O:17])[c:14]1[c:9]([cH:10][cH:11][cH:12][c:13]1[O:18][CH3:19])[C:8]2=[O:20].[K+:24].[O-:25][N+:26]([O-:27])=[O:28].[S:29](=[O:30])(=[O:31])([OH:32])[OH:33]>>[CH3:1][O:2][c:3]1[cH:4][c:5]([C:21](=[O:22])[OH:23])[cH:6][c:7]2[c:16]1[C:15](=[O:17])[c:14]1[c:9]([c:10]([N+:26](=[O:25])[O-:27])[cH:11][cH:12][c:13]1[O:18][CH3:19])[C:8]2=[O:20]. Reactants: F[B-](F)(F)F, CCN(C(C)C)C(C)C, CN(C)C=O, O=C(O)c1cnc(Cl)c(-c2ccc(Cl)cc2)c1, Cl, NC1CCCCC1O, CN(C)C(On1nnc2ccccc21)=[N+](C)C. Reaction SMILES: [B-:27]([F:28])([F:29])([F:30])[F:31].[CH2:49]([N:50]([CH:51]([CH3:52])[CH3:53])[CH:54]([CH3:55])[CH3:56])[CH3:57].[CH3:58][N:59]([CH3:60])[CH:61]=[O:62].[Cl:1][c:2]1[n:3][cH:4][c:5]([C:6](=[O:7])[OH:8])[cH:9][c:10]1-[c:11]1[cH:12][cH:13][c:14]([Cl:17])[cH:15][cH:16]1.[ClH:18].[NH2:19][CH:20]1[CH:21]([OH:26])[CH2:22][CH2:23][CH2:24][CH2:25]1.[n:32]1([O:33][C:34]([N:35]([CH3:36])[CH3:37])=[N+:38]([CH3:39])[CH3:40])[c:41]2[cH:42][cH:43][cH:44][cH:45][c:46]2[n:47][n:48]1>>[Cl:1][c:2]1[n:3][cH:4][c:5]([C:6](=[O:8])[NH:19][CH:20]2[CH:21]([OH:26])[CH2:22][CH2:23][CH2:24][CH2:25]2)[cH:9][c:10]1-[c:11]1[cH:12][cH:13][c:14]([Cl:17])[cH:15][cH:16]1. Yields the product O=C(NC1CCCCC1O)c1cnc(Cl)c(-c2ccc(Cl)cc2)c1. RXN SMILES: [F:1][C:2]1[CH:7]=[CH:6][C:5](/[CH:8]=[CH:9]/[C:10]([O:12][CH2:13][CH3:14])=[O:11])=[C:4](C)[CH:3]=1.[H][H].[CH2:18](O)C>O.[Pt]=O>[F:1][C:2]1[CH:3]=[CH:4][C:5]([CH2:8][CH2:9][C:10]([O:12][CH2:13][CH3:14])=[O:11])=[CH:6][C:7]=1[CH3:18] |f:3.4|. Reported procedure: A mixture of (E)-ethyl 3-(4-fluoro-2-methylphenyl)acrylate (32.9 g, 0.16 mol) and platinum oxide hydrate (0.5 g, EM Scientific) in 95% ethanol (125 ml) was placed on a Parr apparatus. After the appropriate amount of hydrogen was taken up, the catalyst was filtered and the filtrate was concentrated in vacuo to give 33.7 g of ethyl 3-(4-fluoro-3-methylphenyl)propionate. A 1.0 g sample was purified by chromatography on silica gel with hexanes:dichloromethane as eluent to give 0.92 g of ethyl 3-(4-f... The reagents and catalysts are O.[Pt]=O (platinum oxide hydrate). Starting materials: FC1=CC(=C(C=C1)/C=C/C(=O)OCC)C ((E)-ethyl 3-(4-fluoro-2-methylphenyl)acrylate), C(C)O (ethanol), [H][H] (hydrogen). Yields the product FC1=C(C=C(C=C1)CCC(=O)OCC)C (ethyl 3-(4-fluoro-3-methylphenyl)propionate).